The task is: describe an organic reaction: reactants, conditions, products, and yield. This data is from the Open Reaction Database (ORD), a public repository of structured organic reaction records. Reactants: CI, [H-], [Na+], CN(C)C=O, O=C1CCC(COC2CCCCO2)N1. Product: CN1C(=O)CCC1COC1CCCCO1. Reaction SMILES: [CH3:17][I:18].[H-:2].[Na+:1].[O:19]=[CH:20][N:21]([CH3:22])[CH3:23].[O:3]1[CH:4]([O:9][CH2:10][CH:11]2[CH2:12][CH2:13][C:14](=[O:16])[NH:15]2)[CH2:5][CH2:6][CH2:7][CH2:8]1>>[O:3]1[CH:4]([O:9][CH2:10][CH:11]2[CH2:12][CH2:13][C:14](=[O:16])[N:15]2[CH3:17])[CH2:5][CH2:6][CH2:7][CH2:8]1.